From a dataset of the Open Reaction Database (ORD), a public repository of structured organic reaction records. describe an organic reaction: reactants, conditions, products, and yield The reactants are N1(N=NC2=C1C=CC=C2)C=O (1H-1,2,3-benzotriazole-1-carbaldehyde), FC(OC1=CC=C(N)C=C1)(F)F (4-[(trifluoromethyl)oxy]aniline), N1(N=NC2=C1C=CC=C2)C=O (1H-1,2,3-benzotriazole-1-carbaldehyde). Solvent: O1CCCC1 (tetrahydrofuran). Reaction conditions: temperature 60 celsius, time 22.5 hour. Product: FC(OC1=CC=C(C=C1)NC=O)(F)F ({4-[(Trifluoromethyl)oxy]phenyl}formamide). Yield: 97.3%. RXN SMILES: [N:1]1([CH:10]=[O:11])[C:5]2[CH:6]=[CH:7][CH:8]=[CH:9][C:4]=2N=N1.[F:12][C:13]([F:23])([F:22])[O:14]C1C=CC(N)=CC=1>O1CCCC1>[F:12][C:13]([F:23])([F:22])[O:14][C:8]1[CH:7]=[CH:6][C:5]([NH:1][CH:10]=[O:11])=[CH:4][CH:9]=1. Procedure: 1H-1,2,3-benzotriazole-1-carbaldehyde (299 mg, 2.032 mmol, Sigma-Aldrich) was added to a solution of 4-[(trifluoromethyl)oxy]aniline (0.227 mL, 1.694 mmol) in tetrahydrofuran (THF) (6 mL). The solution was heated to 60° C. and stirred for 22.5 hours. 1H-1,2,3-benzotriazole-1-carbaldehyde (199 mg, 1.355 mmol) was added and the reaction mixture stirred for a further 20 hours before concentrating in vacuo. The resulting solid was dissolved in DCM (30 ml), washed with 2M HCl (15 ml), the organic lay... Reactants: ClC=1NC(C2=C(N1)N(C=C2)C)=O (2-chloro-7-methyl-3,7-dihydro-pyrrolo[2,3-d]pyrimidin-4-one), ClC=1NC(C2=C(N1)N(C=C2)C)=O (2-chloro-7-methyl-3,7-dihydro-pyrrolo[2,3-d]pyrimidin-4-one), N1=CC=C(C=C1)N1CCNCC1 (1-(pyridin-4-yl)piperazine), C(C)(C)N(C(C)C)CC (N,N-diisopropylethylamine). Solvent: CO (methanol), C(Cl)Cl (methylene chloride), C(C)O (ethanol). Reaction conditions: temperature 100 celsius, time 8 hour. Product: CN1C=CC2=C1N=C(NC2=O)N2CCN(CC2)C2=CC=NC=C2 (7-methyl-2-(4-pyridin-4-yl-piperazin-1-yl)-3,7-dihydro-pyrrolo[2,3-d]pyrimidin-4-one). Isolated yield 50.8%. Reaction SMILES: Cl[C:2]1[NH:3][C:4](=[O:12])[C:5]2[CH:10]=[CH:9][N:8]([CH3:11])[C:6]=2[N:7]=1.[N:13]1[CH:18]=[CH:17][C:16]([N:19]2[CH2:24][CH2:23][NH:22][CH2:21][CH2:20]2)=[CH:15][CH:14]=1.C(N(CC)C(C)C)(C)C>C(O)C.CO.C(Cl)Cl>[CH3:11][N:8]1[C:6]2[N:7]=[C:2]([N:22]3[CH2:23][CH2:24][N:19]([C:16]4[CH:17]=[CH:18][N:13]=[CH:14][CH:15]=4)[CH2:20][CH2:21]3)[NH:3][C:4](=[O:12])[C:5]=2[CH:10]=[CH:9]1. Procedure: A solution of 2-chloro-7-methyl-3,7-dihydro-pyrrolo[2,3-d]pyrimidin-4-one (Intermediate A) (50.1 mg, 273 μmol) in ethanol (730 μL) was treated with 1-(pyridin-4-yl)piperazine (51.8 mg, 317 μmol) and N,N-diisopropylethylamine (46.7 mg, 63.10 μL, 361 μmol). The reaction stirred at 100° C. overnight. At this time, the reaction was diluted with methanol and methylene chloride and concentrated in vacuo onto Celite®. Flash chromatography (4 g silica gel column, 10% methanol/methylene chloride) afforde...